This data is from the Open Reaction Database (ORD), a public repository of structured organic reaction records. The task is: describe an organic reaction: reactants, conditions, products, and yield Starting materials: COc1ccc(Cl)cc1-c1cc(Cl)cc2c1OC(COS(=O)(=O)c1ccc(C)cc1)C2, CN, Cl. Yields the product CNCC1Cc2cc(Cl)cc(-c3cc(Cl)ccc3OC)c2O1. As a reaction SMILES: [CH3:2][c:3]1[cH:4][cH:5][c:6]([S:7]([O:8][CH2:13][CH:14]2[O:15][c:16]3[c:17]([cH:19][c:20]([Cl:32])[cH:21][c:22]3-[c:23]3[c:24]([O:30][CH3:31])[cH:25][cH:26][c:27]([Cl:29])[cH:28]3)[CH2:18]2)(=[O:9])=[O:10])[cH:11][cH:12]1.[CH3:33][NH2:34].[ClH:1]>>[CH2:13]([CH:14]1[O:15][c:16]2[c:17]([cH:19][c:20]([Cl:32])[cH:21][c:22]2-[c:23]2[c:24]([O:30][CH3:31])[cH:25][cH:26][c:27]([Cl:29])[cH:28]2)[CH2:18]1)[NH:34][CH3:33]. Starting materials: C(C)OC1=C(OC2=NC=C(C#N)C=C2)C=CC(=C1)CN1CC(CC1)C1=CC=CC=C1 ((±)-6-[2-Ethoxy-4-(3-phenyl-pyrrolidin-1-ylmethyl)-phenoxy]-nicotinonitrile), C([O-])([O-])=O.[K+].[K+] (potassium carbonate), OO (hydrogen peroxide). Solvent: CS(=O)C (dimethylsulfoxide). Product: C(C)OC1=C(OC2=NC=C(C(=O)N)C=C2)C=CC(=C1)CN1CC(CC1)C1=CC=CC=C1 ((±)-6-[2-Ethoxy-4-(3-phenyl-pyrrolidin-1-ylmethyl)-phenoxy]-nicotinamide). Reaction SMILES: [CH2:1]([O:3][C:4]1[CH:18]=[C:17]([CH2:19][N:20]2[CH2:24][CH2:23][CH:22]([C:25]3[CH:30]=[CH:29][CH:28]=[CH:27][CH:26]=3)[CH2:21]2)[CH:16]=[CH:15][C:5]=1[O:6][C:7]1[CH:14]=[CH:13][C:10]([C:11]#[N:12])=[CH:9][N:8]=1)[CH3:2].C(=O)([O-])[O-:32].[K+].[K+].OO>CS(C)=O>[CH2:1]([O:3][C:4]1[CH:18]=[C:17]([CH2:19][N:20]2[CH2:24][CH2:23][CH:22]([C:25]3[CH:30]=[CH:29][CH:28]=[CH:27][CH:26]=3)[CH2:21]2)[CH:16]=[CH:15][C:5]=1[O:6][C:7]1[CH:14]=[CH:13][C:10]([C:11]([NH2:12])=[O:32])=[CH:9][N:8]=1)[CH3:2] |f:1.2.3|. Procedure: Using a method similar to Example 371, and using (±)-6-[2-Ethoxy-4-(3-phenyl-pyrrolidin-1-ylmethyl)-phenoxy]-nicotinonitrile (step 2 above), potassium carbonate (approx. 0.5 equivalent), and 30% hydrogen peroxide solution (aq) (approx. 3 mole equivalents) in dimethylsulfoxide provides the title compound. The reactants are O=C([O-])O, ClCCl, CCOC(=O)NNC(C)C, N#CCl, [Na+], O. The product is CCOC(=O)NN(C#N)C(C)C. RXN SMILES: [C:11](=[O:12])([OH:13])[O-:14].[CH2:16]([Cl:17])[Cl:18].[CH2:1]([CH3:2])[O:3][C:4](=[O:5])[NH:6][NH:7][CH:8]([CH3:9])[CH3:10].[N:19]#[C:20][Cl:21].[Na+:15].[OH2:22]>>[CH2:1]([CH3:2])[O:3][C:4](=[O:5])[NH:6][N:7]([CH:8]([CH3:9])[CH3:10])[C:20]#[N:19].